This data is from the Open Reaction Database (ORD), a public repository of structured organic reaction records. The task is: describe an organic reaction: reactants, conditions, products, and yield Reactants: CC(C(=O)OCC)(C(=O)OCC)C1=CC=C(C=C1)C(=O)C1=CC2=CC=CC=C2C=C1 (diethyl 2-methyl-2-[p-(2-naphthoyl)phenyl]malonate), [OH-].[Na+] (sodium hydroxide). Solvent: O (water), O (water). Conditions: time 8 hour. The product is C1=C(C=CC2=CC=CC=C12)C(=O)C1=CC=C(C(C(=O)O)C)C=C1 (p-(2-naphthoyl)hydratropic acid). As a reaction SMILES: [CH3:1][C:2]([C:13]1[CH:18]=[CH:17][C:16]([C:19]([C:21]2[CH:30]=[CH:29][C:28]3[C:23](=[CH:24][CH:25]=[CH:26][CH:27]=3)[CH:22]=2)=[O:20])=[CH:15][CH:14]=1)(C(OCC)=O)[C:3]([O:5]CC)=[O:4].[OH-].[Na+]>O>[CH:22]1[C:23]2[C:28](=[CH:27][CH:26]=[CH:25][CH:24]=2)[CH:29]=[CH:30][C:21]=1[C:19]([C:16]1[CH:17]=[CH:18][C:13]([CH:2]([CH3:1])[C:3]([OH:5])=[O:4])=[CH:14][CH:15]=1)=[O:20] |f:1.2|. Reported procedure: A mixture of 9.1 parts of diethyl 2-methyl-2-[p-(2-naphthoyl)phenyl]malonate, 6 parts of sodium hydroxide and 150 parts of water is stirred and refluxed for 8 hours. The reaction mixture is allowed to stand overnight at room temperature. Th whole is diluted with water and the product is extracted with ether. The organic layer is separated and discarded. The aqueous phase is degassed on a rotavapor, filtered and acidified with hydrochloric acid solution: an oil is separated which solidifies on st... Reactants: C(C)OC(=O)C=1NC2=CC=CC(=C2C1)COC1OCCCC1 (Ethyl-4-(2-tetrahydropyranyloxy)methylindole-2-carboxylate), [H-].[Na+] (sodium hydride), ClC=1C=C(CCl)C=CC1Cl (3,4-Dichlorobenzyl chloride). The solvent is CN(C)C=O (DMF). Conditions: time 8 hour. Yields the product ClC=1C=C(CN2C(=CC3=C(C=CC=C23)COC2OCCCC2)C(=O)OCC)C=CC1Cl (Ethyl N-(3,4-dichlorobenzyl)-4-(2-tetrahydropyranyloxy)methylindole-2-carboxylate). The yield is 56.0%. As a reaction SMILES: [CH2:1]([O:3][C:4]([C:6]1[NH:7][C:8]2[C:13]([CH:14]=1)=[C:12]([CH2:15][O:16][CH:17]1[CH2:22][CH2:21][CH2:20][CH2:19][O:18]1)[CH:11]=[CH:10][CH:9]=2)=[O:5])[CH3:2].[H-].[Na+].[Cl:25][C:26]1[CH:27]=[C:28]([CH:31]=[CH:32][C:33]=1[Cl:34])[CH2:29]Cl>CN(C=O)C>[Cl:25][C:26]1[CH:27]=[C:28]([CH:31]=[CH:32][C:33]=1[Cl:34])[CH2:29][N:7]1[C:8]2[C:13](=[C:12]([CH2:15][O:16][CH:17]3[CH2:22][CH2:21][CH2:20][CH2:19][O:18]3)[CH:11]=[CH:10][CH:9]=2)[CH:14]=[C:6]1[C:4]([O:3][CH2:1][CH3:2])=[O:5] |f:1.2|. Procedure: Ethyl-4-(2-tetrahydropyranyloxy)methylindole-2-carboxylate (5.1 g) (Chung-gi Shen et al., Heterocycles, 43, 1996, 891-898) and sodium hydride (741 mg, 60% in mineral oil) were stirred in DMF (100 ml) under argon at ambient temperature for 0 minutes. 3,4-Dichlorobenzyl chloride (2.79 ml) was added and the mixture stirred overnight, then partitioned between ethyl acetate (150 ml) and water (150 ml). The organic phase was washed with water (2×150 ml), dried (MgSO4), concentrated in vacuo and the re...